Task: describe an organic reaction: reactants, conditions, products, and yield. Dataset: the Open Reaction Database (ORD), a public repository of structured organic reaction records The reactants are CC(C)(C)P(C1=CC=CC=C1C2=CC=CC=C2)C(C)(C)C (JohnPhos), C1(=CC=C(C=C1)C#CP(OCC)(O)=O)C (ethyl hydrogen p-tolylethynylphosphonate), CC(C)(C)P(C1=CC=CC=C1C2=CC=CC=C2)C(C)(C)C ((2-biphenyl)di-tert-butylphosphine), C(C#C)C1CCCCC1 (prop-2-ynylcyclohexane). Reagents/catalysts: [Au] (gold). Run in ClC(C)Cl (dichloroethane), ClC(C)Cl (dichloroethane). Run at time 5 minute. Product: C(C)OP1(OC(=CC(=C1)C1=CC=C(C=C1)C)CC1CCCCC1)=O (2-ethoxy-4-p-tolyl-6-(cyclohexylmethyl)-1,2-oxaphosphorin 2-oxide). Yield: 64.0%. As a reaction SMILES: CC(P(C(C)(C)C)[C:6]1[C:11]([C:12]2C=CC=[CH:14][CH:13]=2)=[CH:10][CH:9]=[CH:8][CH:7]=1)(C)C.[C:22]1([CH3:36])[CH:27]=[CH:26][C:25]([C:28]#[C:29][P:30](=[O:35])([OH:34])[O:31][CH2:32][CH3:33])=[CH:24][CH:23]=1.C(C1CCCCC1)C#C>[Au].ClC(Cl)C>[CH2:32]([O:31][P:30]1(=[O:34])[CH:29]=[C:28]([C:25]2[CH:24]=[CH:23][C:22]([CH3:36])=[CH:27][CH:26]=2)[CH:14]=[C:13]([CH2:12][CH:11]2[CH2:6][CH2:7][CH2:8][CH2:9][CH2:10]2)[O:35]1)[CH3:33]. Procedure: A gold (Ag(I)) catalyst {[Au(JohnPhos)NCCH3]|SbF6—} [JohnPhos:(2-biphenyl)di-tert-butylphosphine] (11.3 mg, 0.015 mmol) was put into a reaction container, and dichloroethane (0.4 mL) was put thereinto. After stirring at room temperature for 5 minutes, ethyl hydrogen p-tolylethynylphosphonate (67.3 mg, 0.3 mmol) diluted with 0.5 mL of dichloroethane was added thereto, and finally, prop-2-ynylcyclohexane (73.2 mg, 0.6 mmol) was put thereinto. Then, when all of the starting materials disappeared in... The reactants are C1(CCCCC1)N1C(=O)N(C=2N=CNC2C1=O)C1CCCCC1 (1,3-di-cyclohexyl xanthine), ClCC(C)=O (chloroacetone). Yields the product C1(CCCCC1)N1C(=O)N(C=2N=CN(C2C1=O)CC(C)=O)C1CCCCC1 (1,3-Di-cyclohexyl-7-(2-oxopropyl)-xanthine). RXN SMILES: [CH:1]1([N:7]2[C:16](=[O:17])[C:15]3[NH:14][CH:13]=[N:12][C:11]=3[N:10]([CH:18]3[CH2:23][CH2:22][CH2:21][CH2:20][CH2:19]3)[C:8]2=[O:9])[CH2:6][CH2:5][CH2:4][CH2:3][CH2:2]1.Cl[CH2:25][C:26](=[O:28])[CH3:27]>>[CH:1]1([N:7]2[C:16](=[O:17])[C:15]3[N:14]([CH2:25][C:26](=[O:28])[CH3:27])[CH:13]=[N:12][C:11]=3[N:10]([CH:18]3[CH2:19][CH2:20][CH2:21][CH2:22][CH2:23]3)[C:8]2=[O:9])[CH2:6][CH2:5][CH2:4][CH2:3][CH2:2]1. Reported procedure: 1,3-Di-cyclohexyl-7-(2-oxopropyl)-xanthine was prepared from 1,3-di-cyclohexyl xanthine and chloroacetone using an analogous procedure to that described in Example 5. The title compound was isolated as a crystalline solid, m.p. 185° C. Reactants: C(C)(C)N1C(NCC1C=1C=C(C=CC1)C1=CC(=CC=C1)S(=O)(=O)C)=O (1-isopropyl-5-(3′-methanesulfonyl-biphenyl-3-yl)-imidazolidin-2-one), [H-].[Na+] (sodium hydride), C(C)S(=O)(=O)Cl (ethanesulfonyl chloride). The product is C(C)S(=O)(=O)N1C(N(C(C1)C=1C=C(C=CC1)C1=CC(=CC=C1)S(=O)(=O)C)C(C)C)=O (1-ethanesulfonyl-3-isopropyl-4-(3′-methanesulfonyl-biphenyl-3-yl)-imidazolidin-2-one). As a reaction SMILES: [CH:1]([N:4]1[CH:8]([C:9]2[CH:10]=[C:11]([C:15]3[CH:20]=[CH:19][CH:18]=[C:17]([S:21]([CH3:24])(=[O:23])=[O:22])[CH:16]=3)[CH:12]=[CH:13][CH:14]=2)[CH2:7][NH:6][C:5]1=[O:25])([CH3:3])[CH3:2].[H-].[Na+].[CH2:28]([S:30](Cl)(=[O:32])=[O:31])[CH3:29]>>[CH2:28]([S:30]([N:6]1[CH2:7][CH:8]([C:9]2[CH:10]=[C:11]([C:15]3[CH:20]=[CH:19][CH:18]=[C:17]([S:21]([CH3:24])(=[O:22])=[O:23])[CH:16]=3)[CH:12]=[CH:13][CH:14]=2)[N:4]([CH:1]([CH3:3])[CH3:2])[C:5]1=[O:25])(=[O:32])=[O:31])[CH3:29] |f:1.2|. Reported procedure: In analogy to example 13, step 2,1-isopropyl-5-(3′-methanesulfonyl-biphenyl-3-yl)-imidazolidin-2-one (example 13, step 1) was reacted with sodium hydride and ethanesulfonyl chloride to give 1-ethanesulfonyl-3-isopropyl-4-(3′-methanesulfonyl-biphenyl-3-yl)-imidazolidin-2-one as a colorless solid. MS: 468.3 ([M+NH4]+) Starting materials: COCOc1cccc(CCc2ccccc2OCC2CCCN2C)c1, Cl, C1COCCO1. Product: Cl, CN1CCCC1COc1ccccc1CCc1cccc(O)c1. Reaction SMILES: [CH3:1][O:2][CH2:3][O:4][c:5]1[cH:6][c:7]([CH2:11][CH2:12][c:13]2[c:14]([O:15][CH2:16][CH:17]3[N:18]([CH3:22])[CH2:19][CH2:20][CH2:21]3)[cH:23][cH:24][cH:25][cH:26]2)[cH:8][cH:9][cH:10]1.[ClH:27].[O:28]1[CH2:29][CH2:30][O:31][CH2:32][CH2:33]1>>[ClH:27].[OH:4][c:5]1[cH:6][c:7]([CH2:11][CH2:12][c:13]2[c:14]([O:15][CH2:16][CH:17]3[N:18]([CH3:22])[CH2:19][CH2:20][CH2:21]3)[cH:23][cH:24][cH:25][cH:26]2)[cH:8][cH:9][cH:10]1. Reactants: BrC1=CC=C(C=C1)C1=NSC2=C1C=CC(=C2)C#CCO (3-[3-(4-Bromo-phenyl)-benzo[d]isothiazol-6-yl]-prop-2-yn-1-ol), CS(=O)(=O)Cl (methane sulfonyl chloride). Product: BrC1=CC=C(C=C1)C1=NSC2=C1C=CC(=C2)C#CCOS(=O)(=O)C (Methanesulfonic acid 3-[3-(4-bromo-phenyl)-benzo[d]isothiazol-6-yl]-prop-2-ynyl ester). As a reaction SMILES: [Br:1][C:2]1[CH:7]=[CH:6][C:5]([C:8]2[C:12]3[CH:13]=[CH:14][C:15]([C:17]#[C:18][CH2:19][OH:20])=[CH:16][C:11]=3[S:10][N:9]=2)=[CH:4][CH:3]=1.[CH3:21][S:22](Cl)(=[O:24])=[O:23]>>[Br:1][C:2]1[CH:3]=[CH:4][C:5]([C:8]2[C:12]3[CH:13]=[CH:14][C:15]([C:17]#[C:18][CH2:19][O:20][S:22]([CH3:21])(=[O:24])=[O:23])=[CH:16][C:11]=3[S:10][N:9]=2)=[CH:6][CH:7]=1. Reported procedure: In analogy to example 15.1, 3-[3-(4-Bromo-phenyl)-benzo[d]isothiazol-6-yl]-prop-2-yn-1-ol and methane sulfonyl chloride were converted to yield Methanesulfonic acid 3-[3-(4-bromo-phenyl)-benzo[d]isothiazol-6-yl]-prop-2-ynyl ester, which was directly subjected to the following reaction. Starting materials: N1=C(C=CC=C1)CCN1CCN(CC1)C1=CC=CC=2C=C(OC21)C(=O)[O-].[Li+] (lithium 7-(4-(2-(pyridin-2-yl)ethyl)piperazin-1-yl)benzofuran-2-carboxylate), Cl.CS(=O)(=O)C1=CC=C(CN)C=C1 (4-methylsulphonylbenzylamine hydrochloride). The product is CS(=O)(=O)C1=CC=C(CNC(=O)C=2OC3=C(C2)C=CC=C3N3CCN(CC3)CCC3=NC=CC=C3)C=C1 (N-(4-(Methylsulfonyl)benzyl)-7-(4-(2-(pyridin-2-yl)ethyl)piperazin-1-yl)benzofuran-2-carboxamide). Reaction SMILES: [N:1]1[CH:6]=[CH:5][CH:4]=[CH:3][C:2]=1[CH2:7][CH2:8][N:9]1[CH2:14][CH2:13][N:12]([C:15]2[C:23]3[O:22][C:21]([C:24]([O-])=[O:25])=[CH:20][C:19]=3[CH:18]=[CH:17][CH:16]=2)[CH2:11][CH2:10]1.[Li+].Cl.[CH3:29][S:30]([C:33]1[CH:40]=[CH:39][C:36]([CH2:37][NH2:38])=[CH:35][CH:34]=1)(=[O:32])=[O:31]>>[CH3:29][S:30]([C:33]1[CH:40]=[CH:39][C:36]([CH2:37][NH:38][C:24]([C:21]2[O:22][C:23]3[C:15]([N:12]4[CH2:13][CH2:14][N:9]([CH2:8][CH2:7][C:2]5[CH:3]=[CH:4][CH:5]=[CH:6][N:1]=5)[CH2:10][CH2:11]4)=[CH:16][CH:17]=[CH:18][C:19]=3[CH:20]=2)=[O:25])=[CH:35][CH:34]=1)(=[O:31])=[O:32] |f:0.1,2.3|. Procedure details: The compound was prepared according to the procedure disclosed in Example 1 starting from lithium 7-(4-(2-(pyridin-2-yl)ethyl)piperazin-1-yl)benzofuran-2-carboxylate (60 mg, 0.16 mmol) and 4-methylsulphonylbenzylamine hydrochloride (42 mg, 0.19 mmol). Yield: 38 mg (43%). Reaction SMILES: [C:1]([CH3:2])([CH3:3])([CH3:4])[O:5][C:6]([NH:7][c:8]1[c:9]([N+:20](=[O:21])[O-:22])[cH:10][c:11]([I:19])[c:12]([O:14][C:15]([CH3:16])([CH3:17])[CH3:18])[cH:13]1)=[O:23].[OH:24][B:25]([OH:26])[c:27]1[cH:28][cH:29][c:30]([F:31])[cH:32][cH:33]1>>[C:1]([CH3:2])([CH3:3])([CH3:4])[O:5][C:6]([NH:7][c:8]1[c:9]([N+:20](=[O:21])[O-:22])[cH:10][c:11](-[c:27]2[cH:28][cH:29][c:30]([F:31])[cH:32][cH:33]2)[c:12]([O:14][C:15]([CH3:16])([CH3:17])[CH3:18])[cH:13]1)=[O:23]. The product is CC(C)(C)OC(=O)Nc1cc(OC(C)(C)C)c(-c2ccc(F)cc2)cc1[N+](=O)[O-]. Starting materials: CC(C)(C)OC(=O)Nc1cc(OC(C)(C)C)c(I)cc1[N+](=O)[O-], OB(O)c1ccc(F)cc1.